This data is from the Open Reaction Database (ORD), a public repository of structured organic reaction records. The task is: describe an organic reaction: reactants, conditions, products, and yield Reactants: ClC1=CC2=C(NC(C3=C(N2)C=CC=C3)=S)C=C1Cl (7,8-dichloro-5,10-dihydro-dibenzo[b,e][1,4]diazepin-11-thione), NCC=1C=NC=CC1 (3-(aminomethyl)pyridine). Run in C(C)OCCO (2-ethoxyethanol). Yields the product ClC1=CC2=C(N=C(C3=C(N2)C=CC=C3)NCC=3C=NC=CC3)C=C1Cl ((7,8-Dichloro-5H-dibenzo[b,e][1,4]diazepin-11yl)-pyridin-3-ylmethyl-amine). Isolated yield 53.4%. Reaction SMILES: [Cl:1][C:2]1[C:17]([Cl:18])=[CH:16][C:5]2[NH:6][C:7](=S)[C:8]3[CH:14]=[CH:13][CH:12]=[CH:11][C:9]=3[NH:10][C:4]=2[CH:3]=1.[NH2:19][CH2:20][C:21]1[CH:22]=[N:23][CH:24]=[CH:25][CH:26]=1>C(OCCO)C>[Cl:1][C:2]1[C:17]([Cl:18])=[CH:16][C:5]2[N:6]=[C:7]([NH:19][CH2:20][C:21]3[CH:22]=[N:23][CH:24]=[CH:25][CH:26]=3)[C:8]3[CH:14]=[CH:13][CH:12]=[CH:11][C:9]=3[NH:10][C:4]=2[CH:3]=1. Reported procedure: A solution of 329 mg (1.1 mmol) of 7,8-dichloro-5,10-dihydro-dibenzo[b,e][1,4]diazepin-11-thione in 10 mL of 2-ethoxyethanol was treated with 0.3 mL (2.2 mmol) of 3-(aminomethyl)pyridine and heated at reflux overnight. The solvent was removed under reduced pressure and the residue taken up in EtOAc and washed three times with H2O, then saturated NaHCO3 solution and saturated NaCl solution. Drying over MgSO4 and removal of the solvent under reduced pressure left the crude product. Chromatography ... Reaction SMILES: [F:1][C:2]1[CH:3]=[C:4]([CH:7]=[CH:8][CH:9]=1)[CH2:5]Br.[Br:10][C:11]1[CH:19]=[CH:18][C:14]([C:15](Cl)=[O:16])=[CH:13][C:12]=1[CH3:20]>>[Br:10][C:11]1[CH:19]=[CH:18][C:14]([C:15](=[O:16])[CH2:5][C:4]2[CH:7]=[CH:8][CH:9]=[C:2]([F:1])[CH:3]=2)=[CH:13][C:12]=1[CH3:20]. Reactants: FC=1C=C(CBr)C=CC1 (3-fluorobenzyl bromide), BrC1=C(C=C(C(=O)Cl)C=C1)C (4-bromo-3-methylbenzoyl chloride). Product: BrC1=C(C=C(C=C1)C(CC1=CC(=CC=C1)F)=O)C (1-(4-Bromo-3-methylphenyl)-2-(3-fluorophenyl)ethanone). Procedure details: The title compound was prepared according to the procedure of step 3 in the Example 169 using 3-fluorobenzyl bromide and 4-bromo-3-methylbenzoyl chloride (Cignarella, G.; Curzu, M. M.; Grella, G.; Loriga, M.; Anania, V.; Desole, M. S.; J. Farmaco. Ed. Sci., 1983, 38, 187-198.). The reactants are CCOC(=O)/N=N/C(=O)OCC (Diethylazodicarboxylate), ON1C(C=2C(C1=O)=CC=CC2)=O (N-Hydroxyphthalimide), C1(=CC=CC=C1)P(C1=CC=CC=C1)C1=CC=CC=C1 (triphenylphosphine), CC(CCCN1C(=O)NC(=O)C(=C1)CCO)C(=O)O (1-(4-methylcarboxybutyl)-5-(2-hydroxyethyl)uracil). The solvent is O1CCCC1 (tetrahydrofuran). Product: CC(CCCN1C(=O)NC(=O)C(=C1)CCON1C(C=2C(C1=O)=CC=CC2)=O)C(=O)O (1-(4-methylcarboxybutyl)-5-(2-phthalimidooxyethyl)uracil). Yield: 91.8%. Reaction SMILES: [CH3:1][CH:2]([C:17]([OH:19])=[O:18])[CH2:3][CH2:4][CH2:5][N:6]1[CH:13]=[C:12]([CH2:14][CH2:15][OH:16])[C:10](=[O:11])[NH:9][C:7]1=[O:8].O[N:21]1[C:25](=[O:26])[C:24]2=[CH:27][CH:28]=[CH:29][CH:30]=[C:23]2[C:22]1=[O:31].C1(P(C2C=CC=CC=2)C2C=CC=CC=2)C=CC=CC=1.CCOC(/N=N/C(OCC)=O)=O>O1CCCC1>[CH3:1][CH:2]([C:17]([OH:19])=[O:18])[CH2:3][CH2:4][CH2:5][N:6]1[CH:13]=[C:12]([CH2:14][CH2:15][O:16][N:21]2[C:22](=[O:31])[C:23]3=[CH:30][CH:29]=[CH:28][CH:27]=[C:24]3[C:25]2=[O:26])[C:10](=[O:11])[NH:9][C:7]1=[O:8]. Reported procedure: 1-(4-Methylcarboxybutyl)-5-(2-hydroxyethyl)uracil (13.2) no (6.213 g. 23 mmol) was dissolved in anhydrous tetrahydrofuran. N-Hydroxyphthalimide (7.505 g, 46 mmol) and triphenylphosphine (12.046 g, 46 mmol) were added and the solution stirred at ambient temperature. Diethylazodicarboxylate (9.95 g, 57 mmol) was added in 0.5 ml aliquots over 10 minutes, the reaction was then stirred for a further hour. The product was recrystallized twice from chloroform : diethyl ether mixtures to yield 1-(4-meth... Starting materials: OC(C(C)C)(C=1N=CN(C1)C(C1=CC=CC=C1)(C1=CC=CC=C1)C1=CC=CC=C1)C=1C=C2C=CC(=CC2=CC1)C(=O)OC (methyl 6-(1-hydroxy-2-methyl-1-(1-trityl-1H-imidazol-4-yl)propyl)-2-naphthoate), OC(C(C)C)(C=1N=CN(C1)C(C1=CC=CC=C1)(C1=CC=CC=C1)C1=CC=CC=C1)C=1C=C2C=CC(=CC2=CC1)C(=O)O (6-(1-hydroxy-2-methyl-1-(1-trityl-1H-imidazol-4-yl)propyl)-2-naphthoic acid), C1(CCCCCC1)N (cycloheptylamine). Product: C1(CCCCCC1)NC(=O)C1=CC2=CC=C(C=C2C=C1)C(C(C)C)(C=1N=CNC1)O (N-Cycloheptyl-6-[1-hydroxy-1-(1H-imidazol-4-yl)-2-methylpropyl)-2-naphthamide). As a reaction SMILES: [OH:1][C:2]([C:30]1[CH:31]=[C:32]2[C:37](=[CH:38][CH:39]=1)[CH:36]=[C:35]([C:40]([O:42]C)=O)[CH:34]=[CH:33]2)([C:6]1[N:7]=[CH:8][N:9](C(C2C=CC=CC=2)(C2C=CC=CC=2)C2C=CC=CC=2)[CH:10]=1)[CH:3]([CH3:5])[CH3:4].OC(C1C=C2C(=CC=1)C=C(C(O)=O)C=C2)(C1N=C[N:52]([C:54]([C:67]2[CH:72]=[CH:71][CH:70]=[CH:69][CH:68]=2)(C2C=CC=CC=2)C2C=CC=CC=2)C=1)C(C)C.C1(N)CCCCCC1>>[CH:54]1([NH:52][C:40]([C:35]2[CH:34]=[CH:33][C:32]3[C:37](=[CH:38][CH:39]=[C:30]([C:2]([OH:1])([C:6]4[N:7]=[CH:8][NH:9][CH:10]=4)[CH:3]([CH3:5])[CH3:4])[CH:31]=3)[CH:36]=2)=[O:42])[CH2:67][CH2:72][CH2:71][CH2:70][CH2:69][CH2:68]1. Procedure details: In a manner to that described in Example 9-(i), methyl 6-(1-hydroxy-2-methyl-1-(1-trityl-1H-imidazol-4-yl)propyl)-2-naphthoate (490 mg) was converted to 6-(1-hydroxy-2-methyl-1-(1-trityl-1H-imidazol-4-yl)propyl)-2-naphthoic acid, which was reacted with cycloheptylamine (0.20 mL) in a similar manner as described in Example 24-(i) to give the titled compound (560 mg) as a colorless powder. Reactants: C(C=C)N1CCN(CC1)C=1C=NC(=CC1)[N+](=O)[O-] (1-allyl-4-(6-nitropyridin-3-yl)piperazine), O.O.[Sn](Cl)Cl (tin(II) chloride dihydrate). The solvent is CO (methanol). Run at temperature 70 celsius, time 2 hour. Product: C(C=C)N1CCN(CC1)C=1C=CC(=NC1)N (5-(4-Allylpiperazin-1-yl)pyridine-2-amine). Reaction SMILES: [CH2:1]([N:4]1[CH2:9][CH2:8][N:7]([C:10]2[CH:11]=[N:12][C:13]([N+:16]([O-])=O)=[CH:14][CH:15]=2)[CH2:6][CH2:5]1)[CH:2]=[CH2:3].O.O.[Sn](Cl)Cl>CO>[CH2:1]([N:4]1[CH2:5][CH2:6][N:7]([C:10]2[CH:15]=[CH:14][C:13]([NH2:16])=[N:12][CH:11]=2)[CH2:8][CH2:9]1)[CH:2]=[CH2:3] |f:1.2.3|. Reported procedure: 300 mg (1.21 mmol) of 1-allyl-4-(6-nitropyridin-3-yl)piperazine from Example 15.1 were dissolved in 20 ml of methanol, after which 2.18 g (9.67 mmol) of tin(II) chloride dihydrate were added and the mixture was stirred at 70° C. for 2 hours. After the solvent had been evaporated down to dryness, the resulting residue was treated with water and this mixture was made alkaline using a dilute aqueous solution of sodium hydroxide and extracted with ethyl acetate. The solid which had precipitated out ... Starting materials: COC(C=1C(C(=O)OC)=C(C=CC1)O)=O (3-hydroxyphthalic acid dimethyl ester), C([O-])([O-])=O.[K+].[K+] (potassium carbonate), ClC=1SC(=CC1)CCl (2-chloro-5-chloromethyl-thiophene). Solvent: CC(=O)C (acetone). The product is COC(C=1C(C(=O)OC)=C(C=CC1)OCC=1SC(=CC1)Cl)=O (3-(5-chloro-thiophen-2-ylmethoxy)-phthalic acid dimethyl ester). Yield: 99.3%. RXN SMILES: [CH3:1][O:2][C:3](=[O:15])[C:4]1[C:5](=[C:10]([OH:14])[CH:11]=[CH:12][CH:13]=1)[C:6]([O:8][CH3:9])=[O:7].C(=O)([O-])[O-].[K+].[K+].[Cl:22][C:23]1[S:24][C:25]([CH2:28]Cl)=[CH:26][CH:27]=1>CC(C)=O>[CH3:1][O:2][C:3](=[O:15])[C:4]1[C:5](=[C:10]([O:14][CH2:28][C:25]2[S:24][C:23]([Cl:22])=[CH:27][CH:26]=2)[CH:11]=[CH:12][CH:13]=1)[C:6]([O:8][CH3:9])=[O:7] |f:1.2.3|. Procedure details: To a stirred suspension of 3-hydroxyphthalic acid dimethyl ester (1.4 g, 6.8 mmol) in acetone (70 mL) and potassium carbonate (2.8 g, 20 mmol) was added 2-chloro-5-chloromethyl-thiophene (0.83 mL, 7.1 mmol) and refluxed for two hours. The solvent was evaporated and the residue was partitioned between water (100 mL) and ethyl acetate (150 mL) and washed with water (2×100 mL). The combined organic phases was dried, concentrated and purified by flash column chromatography (EtOAc/Hexane) to give 3-(... Reactants: pyridinium bromide perbromide, O1C2=C(CC1)C=C1C(CCCC1=C2)=O (2,3,5,6,7,8-hexahydronaphtho[2,3-b]furan-5-one), O1C2=C(CC1)C=C1C(CCCC1=C2)=O (2,3,5,6,7,8-Hexahydronaphtho[2,3-b]furan-5-one). Solvent: C(Cl)(Cl)Cl (chloroform). Conditions: time 8 hour. Product: BrC1C(C2=CC3=C(OCC3)C=C2CC1)=O (6-Bromo-2,3,5,6,7,8-hexahydronaphtho[2,3-b]furan-5-one). Isolated yield 103.6%. As a reaction SMILES: C1C=C[NH+]=CC=1.[Br:7][Br-]Br.[O:10]1[CH2:14][CH2:13][C:12]2[CH:15]=[C:16]3[C:21](=[CH:22][C:11]1=2)[CH2:20][CH2:19][CH2:18][C:17]3=[O:23]>C(Cl)(Cl)Cl>[Br:7][CH:18]1[CH2:19][CH2:20][C:21]2[C:16](=[CH:15][C:12]3[CH2:13][CH2:14][O:10][C:11]=3[CH:22]=2)[C:17]1=[O:23] |f:0.1|. Procedure details: 55.33 g of pyridinium bromide perbromide are added portionwise at 0° C. to a solution of 27.1 g of 2,3,5,6,7,8-hexahydronaphtho[2,3-b]furan-5-one, the compound of Example 17, in 1.5 of chloroform. The mixture is left overnight at room temperature. The reaction mixture is then washed with water and the organic phase dried over anhydrous magnesium sulfate. Evaporation of the chloroform yields 39.85 g of a mixture which is then purified on a silica column using a mixture of methylene chloride and c...